From a dataset of the Open Reaction Database (ORD), a public repository of structured organic reaction records. describe an organic reaction: reactants, conditions, products, and yield Starting materials: CCOCCO, [H-], [H-], [Na+], CCOC(=O)c1cnn2c(-c3cccnc3)ccnc12. The product is CCOCCOC(=O)c1cnn2c(-c3cccnc3)ccnc12. As a reaction SMILES: [CH3:21][CH2:22][O:23][CH2:24][CH2:25][OH:26].[H-:27].[H-:29].[Na+:28].[n:1]1[cH:2][c:3](-[c:7]2[cH:8][cH:9][n:10][c:11]3[n:12]2[n:13][cH:14][c:15]3[C:16](=[O:17])[O:18][CH2:19][CH3:20])[cH:4][cH:5][cH:6]1>>[n:1]1[cH:2][c:3](-[c:7]2[cH:8][cH:9][n:10][c:11]3[n:12]2[n:13][cH:14][c:15]3[C:16](=[O:17])[O:18][CH2:19][CH2:20][O:23][CH2:22][CH3:21])[cH:4][cH:5][cH:6]1. The reactants are O=C1CC(c2ccc(Cl)cc2)CN1, O=[N+]([O-])O, N=C(N)N, O=S(=O)(O)O. Product: O=C1CC(c2ccc(Cl)c([N+](=O)[O-])c2)CN1. RXN SMILES: [Cl:1][c:2]1[cH:3][cH:4][c:5]([CH:8]2[CH2:9][C:10](=[O:13])[NH:11][CH2:12]2)[cH:6][cH:7]1.[N+:14](=[O:15])([OH:16])[O-:17].[NH2:18][C:19]([NH2:20])=[NH:21].[S:22](=[O:23])(=[O:24])([OH:25])[OH:26]>>[Cl:1][c:2]1[cH:3][cH:4][c:5]([CH:8]2[CH2:9][C:10](=[O:13])[NH:11][CH2:12]2)[cH:6][c:7]1[N+:14](=[O:15])[O-:16]. The reactants are CCOC(=O)N1c2ccc(C(F)(F)F)cc2C(NC2N=C(CBr)ON2Cc2cc(C(F)(F)F)cc(C(F)(F)F)c2)CC1CC, C1COCCN1, CO, Cl, C1CCOC1. Yields the product CCOC(=O)N1c2ccc(C(F)(F)F)cc2C(NC2N=C(CN3CCOCC3)ON2Cc2cc(C(F)(F)F)cc(C(F)(F)F)c2)CC1CC. RXN SMILES: [CH2:1]([CH3:2])[O:3][C:4](=[O:5])[N:6]1[CH:7]([CH2:43][CH3:44])[CH2:8][CH:9]([NH:20][CH:21]2[N:22]([CH2:28][c:29]3[cH:30][c:31]([C:39]([F:40])([F:41])[F:42])[cH:32][c:33]([C:35]([F:36])([F:37])[F:38])[cH:34]3)[O:23][C:24]([CH2:26][Br:27])=[N:25]2)[c:10]2[cH:11][c:12]([C:16]([F:17])([F:18])[F:19])[cH:13][cH:14][c:15]21.[CH2:45]1[CH2:46][O:47][CH2:48][CH2:49][NH:50]1.[CH3:52][OH:53].[ClH:51].[O:54]1[CH2:55][CH2:56][CH2:57][CH2:58]1>>[CH2:1]([CH3:2])[O:3][C:4](=[O:5])[N:6]1[CH:7]([CH2:43][CH3:44])[CH2:8][CH:9]([NH:20][CH:21]2[N:22]([CH2:28][c:29]3[cH:30][c:31]([C:39]([F:40])([F:41])[F:42])[cH:32][c:33]([C:35]([F:36])([F:37])[F:38])[cH:34]3)[O:23][C:24]([CH2:26][N:50]3[CH2:45][CH2:46][O:47][CH2:48][CH2:49]3)=[N:25]2)[c:10]2[cH:11][c:12]([C:16]([F:17])([F:18])[F:19])[cH:13][cH:14][c:15]21. Procedure: Here, 1-(7,8-dimethoxy-1,3,4,5-tetrahydro-2H-3-benzazepin-2-on-3-yl)-3-chloro-propane (1.5 g, 0.005 mol) is dissolved in tetrahydrofuran (20 ml) and, after the addition of boron trifluoride etherate (0.55 ml, 0.0044 mol) and a 2 molar solution of boranedimethylsulfide in toluene (3 ml, 0.006 mol), the mixture is refluxed for 2 hours. Then, further boranedimethylsulfide solution (3 ml) is added and again the mixture is refluxed for 2 hours. After decomposition with methanol the solvents are disti... Run at temperature 100 celsius. As a reaction SMILES: [CH3:1][O:2][C:3]1[C:18]([O:19][CH3:20])=[CH:17][C:6]2[CH2:7][C:8](=O)[N:9]([CH2:12][CH2:13][CH2:14][Cl:15])[CH2:10][CH2:11][C:5]=2[CH:4]=1.B(F)(F)F.CCOCC.C1(C)C=CC=CC=1>O1CCCC1>[CH3:1][O:2][C:3]1[C:18]([O:19][CH3:20])=[CH:17][C:6]2[CH2:7][CH2:8][N:9]([CH2:12][CH2:13][CH2:14][Cl:15])[CH2:10][CH2:11][C:5]=2[CH:4]=1 |f:1.2|. Run in O1CCCC1 (tetrahydrofuran). Product: COC1=CC2=C(CCN(CC2)CCCCl)C=C1OC (1-(7,8-Dimethoxy-1,2,4,5-tetrahydro-3H-3-benzazepin-3-yl)-3-chloro-propane). The reactants are solution, COC1=CC2=C(CC(N(CC2)CCCCl)=O)C=C1OC (1-(7,8-dimethoxy-1,3,4,5-tetrahydro-2H-3-benzazepin-2-on-3-yl)-3-chloro-propane), B(F)(F)F.CCOCC (boron trifluoride etherate), solution, C1(=CC=CC=C1)C (toluene). Starting materials: C(C)C1C(CC(C(C(OC(C2CCCCN2C(C(C2(C(CC(C(C(CC(CC(=C1)C)C)OC)O2)OC)C)O)=O)=O)=O)C(=CC2CC(C(CC2)O)OC)C)C)O)=O (17-ethyl-1,14-dihydroxy-12-[2'-(4"-hydroxy-3"-methoxycyclo-hexyl)-1'-methylvinyl]-23,25-dimethoxy-13,19,21,27-tetramethyl-11,28-dioxa-4-azatricyclo[22.3.1.04,9 ]-octacos-18-ene-2,3,10,16-tetraone), 17-methyl, [Se](=O)=O (selenium dioxide). Solvent: C(C)(=O)O (acetic acid), O (water). Conditions: temperature 22 celsius, time 21 hour. The product is C(C)C1C(CC(C(C(OC(C2CCCCN2C(C(C2(C(CC(C(C(CC(C(C(=C1)C)O)C)OC)O2)OC)C)O)=O)=O)=O)C(=CC2CC(C(CC2)O)OC)C)C)O)=O (17-ethyl-1,14,20-trihydroxy-12-[2'-(4"-hydroxy-3"-methoxycyclohexyl)-1'-methylvinyl]-23,25-dimethoxy-13,19,21,27-tetramethyl-11,28-dioxa-4-azatricyclo[22.3.1.04,9 ]octacos -18-ene-2,3,10,16-tetraone). The yield is 27.4%. Reaction SMILES: [CH2:1]([CH:3]1[CH:29]=[C:28]([CH3:30])[CH2:27][CH:26]([CH3:31])[CH2:25][CH:24]([O:32][CH3:33])[CH:23]2[O:34][C:19]([OH:38])([CH:20]([CH3:37])[CH2:21][CH:22]2[O:35][CH3:36])[C:18](=[O:39])[C:17](=[O:40])[N:16]2[CH:11]([CH2:12][CH2:13][CH2:14][CH2:15]2)[C:10](=[O:41])[O:9][CH:8]([C:42]([CH3:53])=[CH:43][CH:44]2[CH2:49][CH2:48][CH:47]([OH:50])[CH:46]([O:51][CH3:52])[CH2:45]2)[CH:7]([CH3:54])[CH:6]([OH:55])[CH2:5][C:4]1=[O:56])[CH3:2].[Se](=O)=[O:58]>C(O)(=O)C.O>[CH2:1]([CH:3]1[CH:29]=[C:28]([CH3:30])[CH:27]([OH:58])[CH:26]([CH3:31])[CH2:25][CH:24]([O:32][CH3:33])[CH:23]2[O:34][C:19]([OH:38])([CH:20]([CH3:37])[CH2:21][CH:22]2[O:35][CH3:36])[C:18](=[O:39])[C:17](=[O:40])[N:16]2[CH:11]([CH2:12][CH2:13][CH2:14][CH2:15]2)[C:10](=[O:41])[O:9][CH:8]([C:42]([CH3:53])=[CH:43][CH:44]2[CH2:49][CH2:48][CH:47]([OH:50])[CH:46]([O:51][CH3:52])[CH2:45]2)[CH:7]([CH3:54])[CH:6]([OH:55])[CH2:5][C:4]1=[O:56])[CH3:2]. Procedure: A solution of 6 g (7.59 mmole) of 17-ethyl-1,14-dihydroxy-12-[2'-(4"-hydroxy-3"-methoxycyclo-hexyl)-1'-methylvinyl]-23,25-dimethoxy-13,19,21,27-tetramethyl-11,28-dioxa-4-azatricyclo[22.3.1.04,9 ]-octacos-18-ene-2,3,10,16-tetraone (containing approximately 10% of the 17-methyl analog) and 0.87 g (7.8 mmole) selenium dioxide in 60 ml glacial acetic acid and 10 ml water was stirred at 22° C. for 21 hours. The solution was lyophilyzed and the residue was chromatographed on 300 g silica gel using met... RXN SMILES: [CH3:1][N:2]([CH3:11])[CH2:3][CH2:4][CH2:5][NH:6][C:7](=[O:10])[CH:8]=[CH2:9].[C:12]([NH2:16])(=[O:15])[CH:13]=[CH2:14].Cl.Cl.N(C(C(=N)N)(C)C)=NC(C(=N)N)(C)C.Cl>O.C(O)C.C(O)(C)C>[CH3:11][N:2]([CH3:1])[CH2:3][CH2:4][CH2:5][NH:6][C:7](=[O:10])[CH:8]=[CH2:9].[C:12]([NH2:16])(=[O:15])[CH:13]=[CH2:14] |f:2.3.4,9.10|. The product is CN(CCCNC(C=C)=O)C.C(C=C)(=O)N (N-[3-(dimethylamino)propyl]acrylamide acrylamide). Reported procedure: A solution of N-[3-(dimethylamino)propyl]acrylamide (30.0 g) and acrylamide (13.6 g) in deionized water (40 mL) and ethanol (40 mL) was heated to 60° C. under a nitrogen atmosphere. When the solution reached 60° C., 2,2′-azobis(2-amidinopropane)dihydrochloride (2.2 g of a 20 percent aqueous solution) was added. Heating was continued for 18 hours under a nitrogen atmosphere. After cooling to room temperature, the reaction solution was dissolved in isopropanol (150 mL), and concentrated HCl (31.5 ... The solvent is C(C)(C)O (isopropanol), O (water), C(C)O (ethanol). Reactants: CN(CCCNC(C=C)=O)C (N-[3-(dimethylamino)propyl]acrylamide), C(C=C)(=O)N (acrylamide), Cl (HCl), Cl.Cl.N(=NC(C)(C)C(N)=N)C(C)(C)C(N)=N (2,2′-azobis(2-amidinopropane)dihydrochloride), aqueous solution. Run at time 18 hour. Reactants: Br, CC(C)(C)OC(=O)NC(Cc1ccc([N+](=O)[O-])cc1)C(=O)C=[N+]=[N-], C1CCOC1. The product is CC(C)(C)OC(=O)NC(Cc1ccc([N+](=O)[O-])cc1)C(=O)CBr. Reaction SMILES: [BrH:25].[C:1]([CH3:2])([CH3:3])([CH3:4])[O:5][C:6]([NH:7][CH:8]([C:9]([CH:10]=[N+:11]=[N-:12])=[O:13])[CH2:14][c:15]1[cH:16][cH:17][c:18]([N+:21](=[O:22])[O-:23])[cH:19][cH:20]1)=[O:24].[CH2:26]1[O:27][CH2:28][CH2:29][CH2:30]1>>[C:1]([CH3:2])([CH3:3])([CH3:4])[O:5][C:6]([NH:7][CH:8]([C:9]([CH2:10][Br:25])=[O:13])[CH2:14][c:15]1[cH:16][cH:17][c:18]([N+:21](=[O:22])[O-:23])[cH:19][cH:20]1)=[O:24]. The reactants are COc1ccc(C2(CN(C)CC(C)COCc3ccccc3)CCC2)cc1OC, CCO, [H][H]. Product: COc1ccc(C2(CN(C)CC(C)CO)CCC2)cc1OC. As a reaction SMILES: [CH2:1]([c:2]1[cH:3][cH:4][cH:5][cH:6][cH:7]1)[O:8][CH2:9][CH:10]([CH2:11][N:12]([CH2:13][C:14]1([c:18]2[cH:19][c:20]([O:26][CH3:27])[c:21]([O:24][CH3:25])[cH:22][cH:23]2)[CH2:15][CH2:16][CH2:17]1)[CH3:28])[CH3:29].[CH3:32][CH2:33][OH:34].[H:30][H:31]>>[OH:8][CH2:9][CH:10]([CH2:11][N:12]([CH2:13][C:14]1([c:18]2[cH:19][c:20]([O:26][CH3:27])[c:21]([O:24][CH3:25])[cH:22][cH:23]2)[CH2:15][CH2:16][CH2:17]1)[CH3:28])[CH3:29].